This data is from the Open Reaction Database (ORD), a public repository of structured organic reaction records. The task is: describe an organic reaction: reactants, conditions, products, and yield The reactants are C=C1C2CC3CC(CC1C3)C2 (2-methyleneadamantane), [OH-].[Na+] (sodium hydroxide), FC(C(C(=O)O)=C)(F)F (α-trifluoromethylacrylic acid), S(O)(O)(=O)=O (sulfuric acid), C=C1C2CC3CC(CC1C3)C2 (2-methyleneadamantane). The solvent is C1(=CC=CC=C1)C (toluene), C1(=CC=CC=C1)C (toluene), C1(=CC=CC=C1)C (toluene). Conditions: temperature 5 celsius, time 15 hour. Yields the product FC(C(C(=O)OC1(C2CC3CC(CC1C3)C2)C)=C)(F)F (2-methyl-2-adamantyl α-trifluoromethylacrylate). The yield is 93.0%. RXN SMILES: [F:1][C:2]([F:9])([F:8])[C:3](=[CH2:7])[C:4]([OH:6])=[O:5].S(=O)(=O)(O)O.[CH2:15]=[C:16]1[CH:23]2[CH2:24][CH:19]3[CH2:20][CH:21]([CH2:25][CH:17]1[CH2:18]3)[CH2:22]2.[OH-].[Na+]>C1(C)C=CC=CC=1>[F:1][C:2]([F:9])([F:8])[C:3](=[CH2:7])[C:4]([O:6][C:16]1([CH3:15])[CH:17]2[CH2:25][CH:21]3[CH2:20][CH:19]([CH2:24][CH:23]1[CH2:22]3)[CH2:18]2)=[O:5] |f:3.4|. Procedure: A 500 ml flask was flushed with nitrogen to displace the air with nitrogen, and was charged with 70.0 g (0.50 mol) of α-trifluoromethylacrylic acid (supplied from Tosoh F-tech Inc.), 1.0 g (10 mmol) of sulfuric acid and 100 g of toluene. Separately 88.8 g (0.60 mol) of 2-methyleneadamantane, prepared by the same procedures as described in Reference Example 1, was dissolved in 100 g of toluene. The obtained solution of 2-methyleneadamantane in toluene was dropwise added to the content in the flas... Isolated yield 71.0%. Reactants: O.C(C)(C)(C)OC(=O)N[C@@H](CC(C)C)C(=O)O (Tert-butoxycarbonyl-L-leucine monohydrate), N1=C(N=CC=C1)N1CCNCC1 (1-(2-pyrimidinyl)piperazine), CC(C[C@@H](C(=O)N1CCN(CC1)C1=NC=CC=C1)NC(OC(C)(C)C)=O)C (tertbutyl (s)-3-methyl-1-[4-(2-pyridyl)piperazine-1-yl-carbonyl]-butylcarbamate). Reaction SMILES: O.[C:2]([O:6][C:7]([NH:9][C@H:10]([C:15]([OH:17])=O)[CH2:11][CH:12]([CH3:14])[CH3:13])=[O:8])([CH3:5])([CH3:4])[CH3:3].[N:18]1[CH:23]=[CH:22][CH:21]=[N:20][C:19]=1[N:24]1[CH2:29][CH2:28][NH:27][CH2:26][CH2:25]1.CC(C)C[C@H](NC(=O)OC(C)(C)C)C(N1CCN(C2C=CC=CN=2)CC1)=O>>[CH3:14][CH:12]([CH3:13])[CH2:11][C@H:10]([NH:9][C:7](=[O:8])[O:6][C:2]([CH3:3])([CH3:4])[CH3:5])[C:15]([N:27]1[CH2:28][CH2:29][N:24]([C:19]2[N:18]=[CH:23][CH:22]=[CH:21][N:20]=2)[CH2:25][CH2:26]1)=[O:17] |f:0.1|. Yields the product CC(C[C@@H](C(=O)N1CCN(CC1)C1=NC=CC=N1)NC(OC(C)(C)C)=O)C (tert-butyl (s)-3-methyl-1-[4-(2-pyrimidinyl)piperazine-1-yl carbonyl]butylcarbamate). Reported procedure: Tert-butoxycarbonyl-L-leucine monohydrate (12.5 g) and 1-(2-pyrimidinyl)piperazine (8.21 g) were condensed in the same manner as employed in the preparation of tertbutyl (s)-3-methyl-1-[4-(2-pyridyl)piperazine-1-yl-carbonyl]-butylcarbamate to yield 13.4 g of tert-butyl (s)-3-methyl-1-[4-(2-pyrimidinyl)piperazine-1-yl carbonyl]butylcarbamate (yield: 71%). Reactants: N[C@H]1CN(C[C@H](C1)N(CC(C)C)C(=O)C=1C(=NC(=NC1)C(C)(C)C)NCCCOC)C(=O)OCC1=CC=CC=C1 (Benzyl (3R,5S)-3-amino-5-[({2-tert-butyl-4-[(3-methoxypropyl)amino]pyrimidin-5-yl}carbonyl)(2-methylpropyl)amino]piperidine-1-carboxylate), C1(=CC=CC=C1)C1OC1 (2-phenyloxirane), Cl(=O)(=O)(=O)[O-].[Li+] (lithium perchlorate). Solvent: C(C)#N (acetonitrile). Conditions: time 3 day. The product is C(C)(C)(C)C1=NC=C(C(=N1)NCCCOC)C(=O)N([C@@H]1CN(C[C@@H](C1)NCC(C1=CC=CC=C1)O)C(=O)OCC1=CC=CC=C1)CC(C)C (benzyl (3S,5R)-3-[({2-tert-butyl-4-[(3-methoxypropyl)amino]pyrimidin-5-yl}carbonyl)(2-methylpropyl)amino]-5-[(2-hydroxy-2-phenylethyl)amino]piperidine-1-carboxylate). RXN SMILES: [NH2:1][C@@H:2]1[CH2:7][C@H:6]([N:8]([C:13]([C:15]2[C:16]([NH:25][CH2:26][CH2:27][CH2:28][O:29][CH3:30])=[N:17][C:18]([C:21]([CH3:24])([CH3:23])[CH3:22])=[N:19][CH:20]=2)=[O:14])[CH2:9][CH:10]([CH3:12])[CH3:11])[CH2:5][N:4]([C:31]([O:33][CH2:34][C:35]2[CH:40]=[CH:39][CH:38]=[CH:37][CH:36]=2)=[O:32])[CH2:3]1.[C:41]1([CH:47]2[CH2:49][O:48]2)[CH:46]=[CH:45][CH:44]=[CH:43][CH:42]=1.Cl([O-])(=O)(=O)=O.[Li+]>C(#N)C>[C:21]([C:18]1[N:17]=[C:16]([NH:25][CH2:26][CH2:27][CH2:28][O:29][CH3:30])[C:15]([C:13]([N:8]([CH2:9][CH:10]([CH3:12])[CH3:11])[C@H:6]2[CH2:7][C@@H:2]([NH:1][CH2:49][CH:47]([OH:48])[C:41]3[CH:46]=[CH:45][CH:44]=[CH:43][CH:42]=3)[CH2:3][N:4]([C:31]([O:33][CH2:34][C:35]3[CH:36]=[CH:37][CH:38]=[CH:39][CH:40]=3)=[O:32])[CH2:5]2)=[O:14])=[CH:20][N:19]=1)([CH3:24])([CH3:22])[CH3:23] |f:2.3|. Reported procedure: Benzyl (3R,5S)-3-amino-5-[({2-tert-butyl-4-[(3-methoxypropyl)amino]pyrimidin-5-yl}carbonyl)(2-methylpropyl)amino]piperidine-1-carboxylate (100 mg) and 2-phenyloxirane (55 μl) were dissolved in acetonitrile (5 ml), and lithium perchlorate (55 mg) was added. The mixture was stirred at room temperature for 3 days and thereafter stirred at 80° C. for 7 hr. The reaction mixture was concentrated under reduced pressure. The residue was subjected to silica gel column chromatography, eluted with ethyl ac... The reactants are C(=O)(OC)C1C2CCC(C1)N2CC2=CC(=CC(=C2)C)C (2-carbomethoxy-7-(3',5'-dimethylbenzyl)-7-azabicyclo[2.2.1]heptane). The reagents and catalysts are [Pd] (Pd). Run in C(=O)O (formic acid). The product is C(=O)(OC)C1C2CCC(C1)N2 (2-carbomethoxy-7-azabicyclo[2.2.1]heptane). The yield is 48.0%. As a reaction SMILES: [C:1]([CH:5]1[CH2:10][CH:9]2[N:11](CC3C=C(C)C=C(C)C=3)[CH:6]1[CH2:7][CH2:8]2)([O:3][CH3:4])=[O:2]>C(O)=O.[Pd]>[C:1]([CH:5]1[CH2:10][CH:9]2[NH:11][CH:6]1[CH2:7][CH2:8]2)([O:3][CH3:4])=[O:2]. Procedure details: The product formed in Example 72 was treated with an equal weight of 10% Pd-on-C and refluxed in 96% formic acid for 12 hours. The mixture was filtered, the filtrate was partitioned between 10% aqueous Na2 CO3 and methylene chloride, and the extract dried and evaporated, affording a 48% yield of the title compound. Major (endo) isomer: 1H NMR (CDCl3) δ 4.12 (t, 1H), 3.92 (t, 3H), 3.8 (s, 3H), 3.2 (m, 1H), 2.3 (br s, 1H), 2.2-1.55 (m, 6H). The reactants are ClC1=NC=CC(=C1F)CN1CCN(CC1)C(C)=O (1-[4-(2-Chloro-3-fluoro-pyridin-4-ylmethyl)-piperazin-1-yl]-ethanone), CC(C)(C)[O-].[Na+] (NaOtBu), C=1C=CC(=CC1)P(C=2C=CC=CC2)C3=CC=C4C=CC=CC4=C3C5=C6C=CC=CC6=CC=C5P(C=7C=CC=CC7)C=8C=CC=CC8 (BINAP), C(C1=CC=CC=C1)(C1=CC=CC=C1)=N (benzophenone imine), Cl.C1CCOC1 (HCl THF). The reagents and catalysts are C=1C=CC(=CC1)/C=C/C(=O)/C=C/C2=CC=CC=C2.C=1C=CC(=CC1)/C=C/C(=O)/C=C/C2=CC=CC=C2.C=1C=CC(=CC1)/C=C/C(=O)/C=C/C2=CC=CC=C2.[Pd].[Pd] (Pd2(dba)3). Run in C1(=CC=CC=C1)C (toluene). Conditions: temperature 80 celsius, time 1 hour. The product is C(C)(=O)N1CCN(CC1)CC1=C(C(=NC=C1)N)F (4-[(4-Acetylpiperazin-1-yl)methyl]-2-amino-3-fluoropyridine). As a reaction SMILES: Cl[C:2]1[C:7]([F:8])=[C:6]([CH2:9][N:10]2[CH2:15][CH2:14][N:13]([C:16](=[O:18])[CH3:17])[CH2:12][CH2:11]2)[CH:5]=[CH:4][N:3]=1.CC([O-])(C)C.[Na+].C1C=CC(P(C2C(C3C(P(C4C=CC=CC=4)C4C=CC=CC=4)=CC=C4C=3C=CC=C4)=C3C(C=CC=C3)=CC=2)C2C=CC=CC=2)=CC=1.C(=[NH:84])(C1C=CC=CC=1)C1C=CC=CC=1.Cl.C1COCC1>C1(C)C=CC=CC=1.C1C=CC(/C=C/C(/C=C/C2C=CC=CC=2)=O)=CC=1.C1C=CC(/C=C/C(/C=C/C2C=CC=CC=2)=O)=CC=1.C1C=CC(/C=C/C(/C=C/C2C=CC=CC=2)=O)=CC=1.[Pd].[Pd]>[C:16]([N:13]1[CH2:14][CH2:15][N:10]([CH2:9][C:6]2[CH:5]=[CH:4][N:3]=[C:2]([NH2:84])[C:7]=2[F:8])[CH2:11][CH2:12]1)(=[O:18])[CH3:17] |f:1.2,5.6,8.9.10.11.12|. Reported procedure: To a solution of 4-[(4-acetylpiperazin-1-yl)methyl]-2-chloro-3-fluoropyridine (14-3, 85 mg, 0.31 mmole) in dry toluene (2 mL) was added NaOtBu (42 mg, 0.44 mmole), racemic BINAP (29 mg, 0.05 mmole), Pd2(dba)3 (14 mg, 0.02 mmole), and benzophenone imine (0.06 mL, 0.38 mmole) then the mixture was heated to 80 ° C. After 18 hr the mixture was cooled to RT. A solution of 1N HCl:THF (1:1, 10 mL) was added and the mixture stirred for 1 hr. The mixture was washed with EtOAc (2×). The aqueous layer was ...